From a dataset of the Open Reaction Database (ORD), a public repository of structured organic reaction records. describe an organic reaction: reactants, conditions, products, and yield Starting materials: O(C=1C=CC=2NC=CC2C1)CC=3C=CC=CC3. The reagents and catalysts are N=1C=CC(=CC1C=2N=CC=C(C2)C(C)(C)C)C(C)(C)C, O1B(OC(C)(C)C1(C)C)B2OC(C)(C)C(O2)(C)C, O1BOC(C)(C)C1(C)C, C1CC=CCCC=C1.C1CC=CCCC=C1.[Cl-].[Cl-].[Ir].[Ir]. Solvent: O1CCCC1. Conditions: temperature 80 celsius, time 6 hour. The product is O1B(OC(C)(C)C1(C)C)C2=CC(OCC=3C=CC=CC3)=CC=4C=CNC42. Isolated yield 53.0%. Starting materials: COc1ccc(CSC2CC(C(=O)O)N(C(=O)OCc3ccc([N+](=O)[O-])cc3)C2)cc1, CC#N, CCOC(C)=O, CCN(C(C)C)C(C)C, O=C(O)C(F)(F)F, O=C(O)C(F)(F)F, O=C(OCCN1CCCNCC1)OCc1ccc([N+](=O)[O-])cc1. Yields the product COc1ccc(CSC2CC(C(=O)N3CCCN(CCOC(=O)OCc4ccc([N+](=O)[O-])cc4)CC3)N(C(=O)OCc3ccc([N+](=O)[O-])cc3)C2)cc1. Reaction SMILES: [CH3:1][O:2][c:3]1[cH:4][cH:5][c:6]([CH2:7][S:8][CH:9]2[CH2:10][CH:11]([C:27](=[O:28])[OH:29])[N:12]([C:14](=[O:15])[O:16][CH2:17][c:18]3[cH:19][cH:20][c:21]([N+:24](=[O:25])[O-:26])[cH:22][cH:23]3)[CH2:13]2)[cH:30][cH:31]1.[CH3:69][C:70]#[N:71].[CH3:81][CH2:82][O:83][C:84](=[O:85])[CH3:86].[CH:72]([N:73]([CH:74]([CH3:75])[CH3:76])[CH2:77][CH3:78])([CH3:79])[CH3:80].[F:32][C:33]([F:34])([F:35])[C:36]([OH:37])=[O:38].[F:39][C:40]([F:41])([F:42])[C:43]([OH:44])=[O:45].[N+:46](=[O:47])([O-:48])[c:49]1[cH:50][cH:51][c:52]([CH2:53][O:54][C:55](=[O:56])[O:57][CH2:58][CH2:59][N:60]2[CH2:61][CH2:62][NH:63][CH2:64][CH2:65][CH2:66]2)[cH:67][cH:68]1>>[CH3:1][O:2][c:3]1[cH:4][cH:5][c:6]([CH2:7][S:8][CH:9]2[CH2:10][CH:11]([C:27](=[O:28])[N:63]3[CH2:62][CH2:61][N:60]([CH2:59][CH2:58][O:57][C:55]([O:54][CH2:53][c:52]4[cH:51][cH:50][c:49]([N+:46](=[O:47])[O-:48])[cH:68][cH:67]4)=[O:56])[CH2:66][CH2:65][CH2:64]3)[N:12]([C:14](=[O:15])[O:16][CH2:17][c:18]3[cH:19][cH:20][c:21]([N+:24](=[O:25])[O-:26])[cH:22][cH:23]3)[CH2:13]2)[cH:30][cH:31]1. The reactants are Cl.Cl.NC1=C(C(=N)N)C=CC=C1 (Aminobenzamidine di-HCl), N,N-dimethylaminopyridine, Cl.NN=CC1=CC=C(C=C1)NC(CCC(=O)O)=O (4-[[4-(aminoiminomethyl)phenyl)amino]-4-oxobutanoic acid HCl salt), CN(C)C=O (DMF), C1(CCC(=O)O1)=O (succinic anhydride). Solvent: N1=CC=CC=C1 (pyridine). Conditions: temperature 100 celsius, time 1 hour. Yields the product NN=CC1=CC=C(C=C1)NC(CCC(=O)O)=O (4-[[4-(aminoiminomethyl)phenyl]-amino]-4-oxobutanoic acid). Reaction SMILES: Cl.Cl.NC1C=CC=CC=1C(N)=N.CN(C=O)C.C1(=O)OC(=O)CC1.Cl.[NH2:26][N:27]=[CH:28][C:29]1[CH:34]=[CH:33][C:32]([NH:35][C:36](=[O:42])[CH2:37][CH2:38][C:39]([OH:41])=[O:40])=[CH:31][CH:30]=1>N1C=CC=CC=1>[NH2:26][N:27]=[CH:28][C:29]1[CH:30]=[CH:31][C:32]([NH:35][C:36](=[O:42])[CH2:37][CH2:38][C:39]([OH:41])=[O:40])=[CH:33][CH:34]=1 |f:0.1.2,5.6|. Procedure: Aminobenzamidine di-HCl (25 g, 120 mmol), which is commercially available from Aldrich, was added to dry DMF (100 mL). To this was added dry pyridine (100 mL) and succinic anhydride (12 g, 120 mmol) followed by N,N-dimethylaminopyridine (DMAP, 0.15 g). The product precipitated after heating for 0.5 hour at 100° C. The product was filtered, washed with water, acetonitrile and ether. The white solid was suspended in dioxane, 4N HCl in dioxane (100 mL) was added and the suspension stirred for 1 hou... The reactants are CCCS(=O)(=O)Nc1ccc(F)c(C(=O)Nc2cnc3[nH]nc(CCCO[Si](C)(C)C(C)(C)C)c3c2)c1F, CCCC[N+](CCCC)(CCCC)CCCC, C1CCOC1, [F-]. Product: CCCS(=O)(=O)Nc1ccc(F)c(C(=O)Nc2cnc3[nH]nc(CCCO)c3c2)c1F. As a reaction SMILES: [C:19]([Si:20]([CH3:21])([CH3:22])[O:24][CH2:25][CH2:26][CH2:27][c:28]1[n:29][nH:30][c:31]2[n:32][cH:33][c:34]([NH:37][C:38]([c:39]3[c:40]([F:53])[c:41]([NH:46][S:47](=[O:48])(=[O:49])[CH2:50][CH2:51][CH3:52])[cH:42][cH:43][c:44]3[F:45])=[O:54])[cH:35][c:36]12)([CH3:23])([CH3:55])[CH3:56].[CH2:2]([N+:3]([CH2:4][CH2:5][CH2:6][CH3:7])([CH2:8][CH2:9][CH2:10][CH3:11])[CH2:12][CH2:13][CH2:14][CH3:15])[CH2:16][CH2:17][CH3:18].[CH2:57]1[O:58][CH2:59][CH2:60][CH2:61]1.[F-:1]>>[OH:24][CH2:25][CH2:26][CH2:27][c:28]1[n:29][nH:30][c:31]2[n:32][cH:33][c:34]([NH:37][C:38]([c:39]3[c:40]([F:53])[c:41]([NH:46][S:47](=[O:48])(=[O:49])[CH2:50][CH2:51][CH3:52])[cH:42][cH:43][c:44]3[F:45])=[O:54])[cH:35][c:36]12. The reactants are C=Cc1ncc(Br)cn1, CCCN(CC[Si](C)(C)C)COC, ClCCl, O=C(O)C(F)(F)F. Yields the product CCCN1CCC(c2ncc(Br)cn2)C1. Reaction SMILES: [Br:14][c:15]1[cH:16][n:17][c:18]([CH:21]=[CH2:22])[n:19][cH:20]1.[CH3:1][O:2][CH2:3][N:4]([CH2:5][CH2:6][Si:7]([CH3:8])([CH3:9])[CH3:10])[CH2:11][CH2:12][CH3:13].[Cl:30][CH2:31][Cl:32].[F:23][C:24]([F:25])([F:26])[C:27]([OH:28])=[O:29]>>[CH2:3]1[N:4]([CH2:11][CH2:12][CH3:13])[CH2:5][CH2:6][CH:21]1[c:18]1[n:17][cH:16][c:15]([Br:14])[cH:20][n:19]1. The reactants are [Cl-].[Al+3].[Cl-].[Cl-] (aluminium chloride), ClC=1C=CC=2C3=C4C(C=C(C=C4N(C2C1)C)OC)=C1C=CC=CC1=N3 (10-chloro-6-methoxy-8-methyl-8H-quino[4,3,2-kl]acridine), ClC=1C=CC=2C3=C4C(C=C(C=C4NC2C1)OC)=C1C=CC=CC1=N3 (10-Chloro-6-methoxy-8H-quino[4,3,2-kl]acridine). Run in C1=CC=CC=C1 (benzene). The product is ClC=1C=CC=2C3=C4C(C=C(C=C4N(C2C1)C)O)=C1C=CC=CC1=N3 (10-Chloro-6-hydroxy-8-methyl-8H-quino[4,3,2-kl]acridine), solid. The yield is 98.0%. Reaction SMILES: [Cl:1][C:2]1[CH:3]=[CH:4][C:5]2[C:6]3[N:25]=[C:24]4[C:19]([CH:20]=[CH:21][CH:22]=[CH:23]4)=[C:8]4[CH:9]=[C:10]([O:17]C)[CH:11]=[C:12]([N:13]([CH3:16])[C:14]=2[CH:15]=1)[C:7]=34.ClC1C=CC2C3N=C4C(C=CC=C4)=C4C=C(OC)C=C(NC=2C=1)C=34.[Cl-].[Al+3].[Cl-].[Cl-]>C1C=CC=CC=1>[Cl:1][C:2]1[CH:3]=[CH:4][C:5]2[C:6]3[N:25]=[C:24]4[C:19]([CH:20]=[CH:21][CH:22]=[CH:23]4)=[C:8]4[CH:9]=[C:10]([OH:17])[CH:11]=[C:12]([N:13]([CH3:16])[C:14]=2[CH:15]=1)[C:7]=34 |f:2.3.4.5|. Procedure details: The general procedure (Method K) applied to 10-chloro-6-methoxy-8-methyl-8H-quino[4,3,2-kl]acridine, 33 (2.6 g, 7.5 mmol), with aluminium chloride (3.2 g, 3 eq), and benzene (500 ml) gave the title compound a yellow solid (2.43 g, 7.3 mmol, 98%). Reactants: COC(=O)C(N)CC(C)C, O=C(O)c1cnc(N2CCC(F)(F)CC2)c(OCC2CCCC2)n1, CCCOc1nc(C(=O)NC(CO)CC(C)C)cnc1N1CCCC1. The product is COC(=O)C(CC(C)C)NC(=O)c1cnc(N2CCC(F)(F)CC2)c(OCC2CCCC2)n1. RXN SMILES: [CH3:50][O:51][C:52]([CH:53]([NH2:54])[CH2:55][CH:56]([CH3:57])[CH3:58])=[O:59].[CH:26]1([CH2:31][O:32][c:33]2[c:34]([N:42]3[CH2:43][CH2:44][C:45]([F:48])([F:49])[CH2:46][CH2:47]3)[n:35][cH:36][c:37]([C:39](=[O:40])[OH:41])[n:38]2)[CH2:27][CH2:28][CH2:29][CH2:30]1.[OH:1][CH2:2][CH:3]([NH:4][C:5]([c:6]1[cH:7][n:8][c:9]([N:10]2[CH2:11][CH2:12][CH2:13][CH2:14]2)[c:15]([O:16][CH2:17][CH2:18][CH3:19])[n:20]1)=[O:21])[CH2:22][CH:23]([CH3:24])[CH3:25]>>[CH:26]1([CH2:31][O:32][c:33]2[c:34]([N:42]3[CH2:43][CH2:44][C:45]([F:48])([F:49])[CH2:46][CH2:47]3)[n:35][cH:36][c:37]([C:39](=[O:40])[NH:54][CH:53]([C:52]([O:51][CH3:50])=[O:59])[CH2:55][CH:56]([CH3:57])[CH3:58])[n:38]2)[CH2:27][CH2:28][CH2:29][CH2:30]1. Reactants: C=CCN(CC(OCC)OCC)C(=O)CCl, CCO, [Na+], [Na+], O=C([O-])[O-], Cc1ccccc1S(=O)(=O)O. Yields the product C=CCN(CC1OCCCCO1)C(=O)CCl. RXN SMILES: [CH2:1]([CH:2]=[CH2:3])[N:4]([C:5]([CH2:6][Cl:7])=[O:8])[CH2:9][CH:10]([O:11][CH2:12][CH3:13])[O:14][CH2:15][CH3:16].[CH3:34][CH2:35][OH:36].[Na+:28].[Na+:29].[O-:30][C:31](=[O:32])[O-:33].[c:17]1([CH3:18])[c:19]([S:20]([OH:21])(=[O:22])=[O:23])[cH:24][cH:25][cH:26][cH:27]1>>[CH2:1]([CH:2]=[CH2:3])[N:4]([C:5]([CH2:6][Cl:7])=[O:8])[CH2:9][CH:10]1[O:11][CH2:12][CH2:13][CH2:16][CH2:15][O:14]1. The reactants are CCOC(C)=O, Cc1c(CC#N)cccc1[N+](=O)[O-], CCO. Product: Cc1c(N)cccc1CC#N. As a reaction SMILES: [CH3:14][CH2:15][O:16][C:17]([CH3:18])=[O:19].[CH3:1][c:2]1[c:3]([CH2:11][C:12]#[N:13])[cH:4][cH:5][cH:6][c:7]1[N+:8]([O-:9])=[O:10].[CH3:20][CH2:21][OH:22]>>[CH3:1][c:2]1[c:3]([CH2:11][C:12]#[N:13])[cH:4][cH:5][cH:6][c:7]1[NH2:8]. Starting materials: CC1(C(CC1=O)=O)C1=CC=C(C=C1)C (2-methyl-2-p-tolyl-cyclobutane-1,3-dione), C(C1=CC=CC=C1)=O (benzaldehyde), CC1=CNC2=CC(=CC=C12)C (3,6-dimethyl-1H-indole). The product is CC1=C(NC2=CC(=CC=C12)C)C(C=1C(C(C1O)(C1=CC=C(C=C1)C)C)=O)C1=CC=CC=C1 (2-[(3,6-Dimethyl-1H-indol-2-yl)-phenyl-methyl]-3-hydroxy-4-methyl-4-p-tolyl-cyclobut-2-enone). RXN SMILES: [CH3:1][C:2]1([C:8]2[CH:13]=[CH:12][C:11]([CH3:14])=[CH:10][CH:9]=2)[C:5](=[O:6])[CH2:4][C:3]1=[O:7].[CH:15](=O)[C:16]1[CH:21]=[CH:20][CH:19]=[CH:18][CH:17]=1.[CH3:23][C:24]1[C:32]2[C:27](=[CH:28][C:29]([CH3:33])=[CH:30][CH:31]=2)[NH:26][CH:25]=1>>[CH3:23][C:24]1[C:32]2[C:27](=[CH:28][C:29]([CH3:33])=[CH:30][CH:31]=2)[NH:26][C:25]=1[CH:15]([C:16]1[CH:21]=[CH:20][CH:19]=[CH:18][CH:17]=1)[C:4]1[C:5](=[O:6])[C:2]([CH3:1])([C:8]2[CH:13]=[CH:12][C:11]([CH3:14])=[CH:10][CH:9]=2)[C:3]=1[OH:7]. Procedure: Using general procedure C, 2-methyl-2-p-tolyl-cyclobutane-1,3-dione (from Example 4.1) was reacted with benzaldehyde and 3,6-dimethyl-1H-indole (Lit. 4) to give the title compound as a colorless solid. MS: 420.5 ([M−H]−).